Dataset: the Open Reaction Database (ORD), a public repository of structured organic reaction records. Task: describe an organic reaction: reactants, conditions, products, and yield Starting materials: C1(CC1)N(S(=O)(=O)C1=C(C=C(C=C1C)OC)C)CCOCC(=O)OC(C)(C)C (tert-butyl 2-(2-(N-cyclopropyl-4-methoxy-2,6-dimethylphenylsulfonamido)ethoxy)acetate), C(=O)(C(F)(F)F)O (TFA). Run in ClCCl (dichloromethane). Reaction conditions: temperature 25 celsius, time 2 hour. The product is C1(CC1)N(S(=O)(=O)C1=C(C=C(C=C1C)OC)C)CCOCC(=O)O (2-(2-(N-Cyclopropyl-4-methoxy-2,6-dimethylphenylsulfonamido)ethoxy)acetic acid). Reaction SMILES: [CH:1]1([N:4]([CH2:18][CH2:19][O:20][CH2:21][C:22]([O:24]C(C)(C)C)=[O:23])[S:5]([C:8]2[C:13]([CH3:14])=[CH:12][C:11]([O:15][CH3:16])=[CH:10][C:9]=2[CH3:17])(=[O:7])=[O:6])[CH2:3][CH2:2]1.C(O)(C(F)(F)F)=O>ClCCl>[CH:1]1([N:4]([CH2:18][CH2:19][O:20][CH2:21][C:22]([OH:24])=[O:23])[S:5]([C:8]2[C:13]([CH3:14])=[CH:12][C:11]([O:15][CH3:16])=[CH:10][C:9]=2[CH3:17])(=[O:7])=[O:6])[CH2:2][CH2:3]1. Procedure details: To a dichloromethane solution (10 ml/mmol) of tert-butyl 2-(2-(N-cyclopropyl-4-methoxy-2,6-dimethylphenylsulfonamido)ethoxy)acetate (1 equiv.) was added TFA (13 equiv.) at 0° C. and the resulting reaction mixture was stirred at 25° C. for 2 h. The solvent was evaporated off and the product dried under vacuum to remove traces of TFA. The crude acid was used directly for the next step without any further purification. Reactants: CC1=C(N=NC(=C1)OCC=1C(=NOC1C)C1=CC=CC=C1)C(=O)O (4-methyl-6-(5-methyl-3-phenyl-isoxazol-4-ylmethoxy)-pyridazine-3-carboxylic acid), C(C)(C)N (isopropylamine). Yields the product C(C)(C)NC(=O)C=1N=NC(=CC1C)OCC=1C(=NOC1C)C1=CC=CC=C1 (4-Methyl-6-(5-methyl-3-phenyl-isoxazol-4-ylmethoxy)-pyridazine-3-carboxylic acid isopropylamide). The yield is 40.0%. RXN SMILES: [CH3:1][C:2]1[CH:7]=[C:6]([O:8][CH2:9][C:10]2[C:11]([C:16]3[CH:21]=[CH:20][CH:19]=[CH:18][CH:17]=3)=[N:12][O:13][C:14]=2[CH3:15])[N:5]=[N:4][C:3]=1[C:22]([OH:24])=O.[CH:25]([NH2:28])([CH3:27])[CH3:26]>>[CH:25]([NH:28][C:22]([C:3]1[N:4]=[N:5][C:6]([O:8][CH2:9][C:10]2[C:11]([C:16]3[CH:17]=[CH:18][CH:19]=[CH:20][CH:21]=3)=[N:12][O:13][C:14]=2[CH3:15])=[CH:7][C:2]=1[CH3:1])=[O:24])([CH3:27])[CH3:26]. Procedure: As described for example 44, 4-methyl-6-(5-methyl-3-phenyl-isoxazol-4-ylmethoxy)-pyridazine-3-carboxylic acid (200 mg, 0.61 mmol) was converted, using isopropylamine instead of 4-amino-tetrahydropyran, to the title compound (SiO2, heptane:ethyl acetate=100:0 to 60:40, 90 mg, 40%) which was obtained as a white solid. MS: m/e=367.2 [M+H]+.